This data is from the Open Reaction Database (ORD), a public repository of structured organic reaction records. The task is: describe an organic reaction: reactants, conditions, products, and yield The reactants are Cc1cccc(C)c1C(=O)NCCC(C)N1CCC(N(Cc2cccc(Cl)c2)c2ccc(C(=O)O)cc2)CC1, Nc1ccccc1. The product is Cc1cccc(C)c1C(=O)NCCC(C)N1CCC(N(Cc2cccc(Cl)c2)c2ccc(C(=O)Nc3ccccc3)cc2)CC1. Reaction SMILES: [Cl:1][c:2]1[cH:3][c:4]([CH2:5][N:6]([c:7]2[cH:8][cH:9][c:10]([C:11](=[O:12])[OH:13])[cH:14][cH:15]2)[CH:16]2[CH2:17][CH2:18][N:19]([CH:22]([CH2:23][CH2:24][NH:25][C:26]([c:27]3[c:28]([CH3:34])[cH:29][cH:30][cH:31][c:32]3[CH3:33])=[O:35])[CH3:36])[CH2:20][CH2:21]2)[cH:37][cH:38][cH:39]1.[NH2:40][c:41]1[cH:42][cH:43][cH:44][cH:45][cH:46]1>>[Cl:1][c:2]1[cH:3][c:4]([CH2:5][N:6]([c:7]2[cH:8][cH:9][c:10]([C:11](=[O:12])[NH:40][c:41]3[cH:42][cH:43][cH:44][cH:45][cH:46]3)[cH:14][cH:15]2)[CH:16]2[CH2:17][CH2:18][N:19]([CH:22]([CH2:23][CH2:24][NH:25][C:26]([c:27]3[c:28]([CH3:34])[cH:29][cH:30][cH:31][c:32]3[CH3:33])=[O:35])[CH3:36])[CH2:20][CH2:21]2)[cH:37][cH:38][cH:39]1. Starting materials: N#CCc1cc(C#N)cc(C#N)c1, COc1nc(Cl)c(C(C)C)c(OC)n1, [H-], [Na+], CN(C)C=O. The product is COc1nc(OC)c(C(C)C)c(C(C#N)c2cc(C#N)cc(C#N)c2)n1. RXN SMILES: [C:1](#[N:2])[CH2:3][c:4]1[cH:5][c:6]([C:12]#[N:13])[cH:7][c:8]([C:9]#[N:10])[cH:11]1.[Cl:14][c:15]1[n:16][c:17]([O:26][CH3:27])[n:18][c:19]([O:24][CH3:25])[c:20]1[CH:21]([CH3:22])[CH3:23].[H-:28].[Na+:29].[O:30]=[CH:31][N:32]([CH3:33])[CH3:34]>>[C:1](#[N:2])[CH:3]([c:4]1[cH:5][c:6]([C:12]#[N:13])[cH:7][c:8]([C:9]#[N:10])[cH:11]1)[c:15]1[n:16][c:17]([O:26][CH3:27])[n:18][c:19]([O:24][CH3:25])[c:20]1[CH:21]([CH3:22])[CH3:23]. Starting materials: C(C)(=O)N[C@@H]1[C@H](C=C(O[C@H]1C(N(CCC)CCC1=CC=C(C=C1)C1=CC=CC=C1)=O)C(=O)OC)O[Si](C1=CC=CC=C1)(C1=CC=CC=C1)C(C)(C)C ((4S,5S,6R)-5-acetylamino-4-(tert-butyldiphenylsilanyloxy)-6-[(2-biphenyl-4-yl-ethyl)propylcarbamoyl]-5,6-dihydro-4H-pyran-2-carboxylic acid, methyl ester), [F-].C(CCC)[N+](CCCC)(CCCC)CCCC (tetra-n-butylammonium fluoride), solution. Solvent: O1CCCC1 (tetrahydrofuran), O1CCCC1 (tetrahydrofuran). Reaction conditions: temperature 23 celsius, time 16 hour. The product is C(C)(=O)N[C@@H]1[C@H](C=C(O[C@H]1C(N(CCC)CCC1=CC=C(C=C1)C1=CC=CC=C1)=O)C(=O)O)O ((4S,5R,6R)-5-Acetylamino-4-hydroxy-6-[(2-biphenyl-4-yl-ethyl)propylcarbamoyl]-5,6-dihydro-4H-pyran-2-carboxylic acid). Isolated yield 88.8%. Reaction SMILES: [C:1]([NH:4][C@H:5]1[C@H:10]([C:11](=[O:30])[N:12]([CH2:16][CH2:17][C:18]2[CH:23]=[CH:22][C:21]([C:24]3[CH:29]=[CH:28][CH:27]=[CH:26][CH:25]=3)=[CH:20][CH:19]=2)[CH2:13][CH2:14][CH3:15])[O:9][C:8]([C:31]([O:33]C)=[O:32])=[CH:7][C@@H:6]1[O:35][Si](C(C)(C)C)(C1C=CC=CC=1)C1C=CC=CC=1)(=[O:3])[CH3:2].[F-].C([N+](CCCC)(CCCC)CCCC)CCC>O1CCCC1>[C:1]([NH:4][C@H:5]1[C@H:10]([C:11](=[O:30])[N:12]([CH2:16][CH2:17][C:18]2[CH:23]=[CH:22][C:21]([C:24]3[CH:25]=[CH:26][CH:27]=[CH:28][CH:29]=3)=[CH:20][CH:19]=2)[CH2:13][CH2:14][CH3:15])[O:9][C:8]([C:31]([OH:33])=[O:32])=[CH:7][C@@H:6]1[OH:35])(=[O:3])[CH3:2] |f:1.2|. Procedure: To a solution of (4S,5S,6R)-5-acetylamino-4-(tert-butyldiphenylsilanyloxy)-6-[(2-biphenyl-4-yl-ethyl)propylcarbamoyl]-5,6-dihydro-4H-pyran-2-carboxylic acid, methyl ester (1.58 g) in anhydrous tetrahydrofuran (15 ml) was added a solution of tetra-n-butylammonium fluoride in anhydrous tetrahydrofuran (2.42 ml of a 1N solution) and the reaction was stirred for 16 hours at 23° C. The solvent was then removed in vacuo and the residue was suspended in brine and extracted with ethyl acetate (3×50 ml)....